The task is: describe an organic reaction: reactants, conditions, products, and yield. This data is from the Open Reaction Database (ORD), a public repository of structured organic reaction records. The reactants are O=c1cc(O)c(Cl)c[nH]1, O=C(Cl)Cc1ccccc1, c1ccncc1. The product is O=C(Cc1ccccc1)Oc1cc(=O)[nH]cc1Cl. RXN SMILES: [Cl:11][c:12]1[c:13]([OH:19])[cH:14][c:15](=[O:18])[nH:16][cH:17]1.[c:1]1([CH2:7][C:8](=[O:9])[Cl:10])[cH:2][cH:3][cH:4][cH:5][cH:6]1.[cH:20]1[cH:21][cH:22][n:23][cH:24][cH:25]1>>[c:1]1([CH2:7][C:8](=[O:9])[O:19][c:13]2[c:12]([Cl:11])[cH:17][nH:16][c:15](=[O:18])[cH:14]2)[cH:2][cH:3][cH:4][cH:5][cH:6]1. Reactants: CCOC(=O)c1sc(-c2ccccc2)nc1OC, CO, [Na+], [OH-]. Product: COc1nc(-c2ccccc2)sc1C(=O)O. Reaction SMILES: [CH3:1][O:2][c:3]1[n:4][c:5](-[c:13]2[cH:14][cH:15][cH:16][cH:17][cH:18]2)[s:6][c:7]1[C:8](=[O:9])[O:10][CH2:11][CH3:12].[CH3:21][OH:22].[Na+:20].[OH-:19]>>[CH3:1][O:2][c:3]1[n:4][c:5](-[c:13]2[cH:14][cH:15][cH:16][cH:17][cH:18]2)[s:6][c:7]1[C:8](=[O:9])[OH:10]. Reactants: ( 100 ), ClC1=C(C(=CC=C1)Cl)C1=CN=C(O1)C(C(CC(=O)OC(C)(C)C)NC(=O)C1CCCN2N1C(C(CCC2=O)NS(=O)(=O)C)=O)=O (t-Butyl 4-[5-(2,6-dichlorophenyl)-oxazol-2-yl]-3-(6,10-dioxo-9-methylsulphonylamino-1,2,3,4,7,8,9,10-octahydro-6H-pyridazino[1,2-a][1,2]diazepine-1-carboxamido)-4-oxobutanoate), C(C1=CC=CC=C1)(=O)NC1CCC(N2N(C1=O)C(CCC2)C(=O)NC(CC(=O)O)C(COC(C2=C(C=CC=C2Cl)Cl)=O)=O)=O (3-(9-Benzoylamino-6,10-dioxo-1,2,3,4,7,8,9,10-octahydro-6H-pyridazino[1,2-a][1,2]diazepine-1-carboxamido)-5-(2,6-dichlorobenzoyloxy)-4-oxopentanoic acid), [K+].[Br-] (KBr). Run in CO (MeOH). The product is ClC1=C(C(=CC=C1)Cl)C1=CN=C(O1)C(C(CC(=O)O)NC(=O)C1CCCN2N1C(C(CCC2=O)NS(=O)(=O)C)=O)=O (4-[5-(2,6-Dichlorophenyl)oxazol-2-yl]-3-(6,10-dioxo-9-methylsulphonylamino-1,2,3,4,7,8,9,10-octahydro-6H-pyridazino[1,2-a][1,2]diazepine-1-carboxamido)-4-oxobutanoic acid). RXN SMILES: [Cl:1][C:2]1[CH:7]=[CH:6][CH:5]=[C:4]([Cl:8])[C:3]=1[C:9]1[O:13][C:12]([C:14](=[O:45])[CH:15]([NH:24][C:25]([CH:27]2[N:32]3[C:33](=[O:44])[CH:34]([NH:39][S:40]([CH3:43])(=[O:42])=[O:41])[CH2:35][CH2:36][C:37](=[O:38])[N:31]3[CH2:30][CH2:29][CH2:28]2)=[O:26])[CH2:16][C:17]([O:19]C(C)(C)C)=[O:18])=[N:11][CH:10]=1.C(NC1C(=O)N2C(C(NC(C(=O)COC(=O)C3C(Cl)=CC=CC=3Cl)CC(O)=O)=O)CCCN2C(=O)CC1)(=O)C1C=CC=CC=1.[K+].[Br-]>CO>[Cl:8][C:4]1[CH:5]=[CH:6][CH:7]=[C:2]([Cl:1])[C:3]=1[C:9]1[O:13][C:12]([C:14](=[O:45])[CH:15]([NH:24][C:25]([CH:27]2[N:32]3[C:33](=[O:44])[CH:34]([NH:39][S:40]([CH3:43])(=[O:41])=[O:42])[CH2:35][CH2:36][C:37](=[O:38])[N:31]3[CH2:30][CH2:29][CH2:28]2)=[O:26])[CH2:16][C:17]([OH:19])=[O:18])=[N:11][CH:10]=1 |f:2.3|. Procedure: was prepared from 219b in an analogus way to compound 217e as a pale cream powder (396 mg, 87%): mp 100-200° C.; [α]D27 −129 (c 0.12, MeOH); IR (KBr) 3310, 3153, 1713, 1667, 1557, 1510, 1432, 1421, 1329, 1273, 1258, 1221, 1193, 1153, 1134, 992, 789; 1H NMR (d6 DMSO) δ7.88 (1H, s), 7.81-7.60 (4H, m), 5.49-5.28 (1H, m), 5.24-5.14 (1H, m), 4.46-4.22 (2H, m), 3.30-3.03 (2H, m), 2.97-2.76 (3H, m), 2.96 (3H, s), 2.46-2.24 (1H, m), 2.16-2.05 (1H, m), 2.03-1.78 (3H, m), 1.68-1.46 (2H, m); MS (ES−) 632/3... Reactants: [Si](C)(C)(C(C)(C)C)OC1CCC2=CC(=CC=C12)S(=O)(=O)CCC(=O)OC (methyl 3-[(1-{[tert-butyl(dimethyl)silyl]oxy}-2,3-dihydro-1H-inden-5-yl)sulfonyl]propanoate), C[O-].[Na+] (sodium methoxide), C1CC(=O)N(C1=O)Cl (NCS). The solvent is C1CCOC1 (THF). Reaction conditions: time 20 minute. Product: [Si](C)(C)(C(C)(C)C)OC1CCC2=CC(=CC=C12)S(=O)(=O)Cl (1-{[tert-butyl(dimethyl)silyl]oxy}-2,3-dihydro-1H-indene-5-sulfonyl chloride). As a reaction SMILES: [Si:1]([O:8][CH:9]1[C:17]2[C:12](=[CH:13][C:14]([S:18](CCC(OC)=O)(=[O:20])=[O:19])=[CH:15][CH:16]=2)[CH2:11][CH2:10]1)([C:4]([CH3:7])([CH3:6])[CH3:5])([CH3:3])[CH3:2].C[O-].[Na+].C1C(=O)N([Cl:37])C(=O)C1>C1COCC1>[Si:1]([O:8][CH:9]1[C:17]2[C:12](=[CH:13][C:14]([S:18]([Cl:37])(=[O:20])=[O:19])=[CH:15][CH:16]=2)[CH2:11][CH2:10]1)([C:4]([CH3:7])([CH3:6])[CH3:5])([CH3:3])[CH3:2] |f:1.2|. Reported procedure: To a solution of methyl 3-[(1-{[tert-butyl(dimethyl)silyl]oxy}-2,3-dihydro-1H-inden-5-yl)sulfonyl]propanoate (140 mg, 0.35 mmol) in THF (1 mL) was added sodium methoxide (0.70 mL, 0.5 M, 0.35 mmol). The reaction mixture was stirred for 20 minutes, then the solvents were removed under reduced pressure and the residue was stripped down from heptanes to generate a white foam. This foam was suspended in DCM (2 mL) at 0° C. and then NCS (47 mg, 0.35 mmol) was added and the reaction mixture was stirre... Starting materials: [OH-].[Na+] (sodium hydroxide), C1(=CC=CC=C1)NN (phenylhydrazine), NC1=NC(=CC(=N1)Cl)C (2-amino-4-chloro-6-methylpyrimidine), O.O.O.C(C)(=O)[O-].[Na+] (sodium acetate trihydrate). Solvent: O (water). Product: C1(=CC=CC=C1)N(N)C1=NC(=NC(=C1)C)N (N-phenyl-N-(2-amino-6-methylpyrimidin-4-yl)hydrazine). As a reaction SMILES: [C:1]1([NH:7][NH2:8])[CH:6]=[CH:5][CH:4]=[CH:3][CH:2]=1.[NH2:9][C:10]1[N:15]=[C:14](Cl)[CH:13]=[C:12]([CH3:17])[N:11]=1.O.O.O.C([O-])(=O)C.[Na+].[OH-].[Na+]>O>[C:1]1([N:7]([C:14]2[CH:13]=[C:12]([CH3:17])[N:11]=[C:10]([NH2:9])[N:15]=2)[NH2:8])[CH:6]=[CH:5][CH:4]=[CH:3][CH:2]=1 |f:2.3.4.5.6,7.8|. Procedure: A mixture of phenylhydrazine (66ml.), 2-amino-4-chloro-6-methylpyrimidine (86g.), and sodium acetate trihydrate (120g.) in water (2 1.) was heated under reflux for 16 hours. The mixture was cooled, and adjusted to pH 9.0 by the addition of 40% w/v aqueous sodium hydroxide. The resulting precipitate was collected by filtration, and washed successively with water (2 1.) and ethanol (200ml.). The solid was crystallised from ethanol to give N-phenyl-N-(2-amino-6-methylpyrimidin-4-yl)hydrazine, m.p. ... The reactants are CN (methylamine), ClC(=O)OC(C(Cl)(Cl)Cl)Cl (1,2,2,2-tetrachloroethyl chloroformate). Solvent: ClCCl (dichloromethane). Reaction conditions: time 2 hour. Yields the product CNC(OC(C(Cl)(Cl)Cl)Cl)=O (1,2,2,2-tetrachloroethyl N-methylcarbamate). As a reaction SMILES: [CH3:1][NH2:2].Cl[C:4]([O:6][CH:7]([Cl:12])[C:8]([Cl:11])([Cl:10])[Cl:9])=[O:5]>ClCCl>[CH3:1][NH:2][C:4](=[O:5])[O:6][CH:7]([Cl:12])[C:8]([Cl:11])([Cl:10])[Cl:9]. Procedure: 34.7 ml (0.4 mmol) of methylamine (in 40% strength aqueous solution) are added dropwise to a solution maintained at 0° C. of 49.4 g (0.2 mole) of 1,2,2,2-tetrachloroethyl chloroformate in dichloromethane (150 ml). The mixture is then stirred for 2 hours at room temperature. The organic phase is washed with 2×100 ml of water and dried over magnesium sulphate. Reactants: BrCCCOCC1=CC=CC=C1 (benzyl 3-bromopropyl ether), C(C)OCC=1N(C2=C(C=NC=3C=CC=CC23)N1)CCO (2-[2-(ethoxymethyl)-1H-imidazo[4,5-c]quinolin-1-yl]ethanol), [H-].[Na+] (sodium hydride). Run in CN(C=O)C (N,N-dimethylformamide), CN(C=O)C (N,N-dimethylformamide). Reaction conditions: temperature 100 celsius, time 8 hour. Yields the product C(C1=CC=CC=C1)OCCCOCCN1C(=NC=2C=NC=3C=CC=CC3C21)COCC (1-{2-[3-(benzyloxy)propoxy]ethyl}-2-(ethoxymethyl)-1H-imidazo[4,5-c]quinoline). The yield is 29.0%. As a reaction SMILES: [CH2:1]([O:3][CH2:4][C:5]1[N:6]([CH2:18][CH2:19][OH:20])[C:7]2[C:16]3[CH:15]=[CH:14][CH:13]=[CH:12][C:11]=3[N:10]=[CH:9][C:8]=2[N:17]=1)[CH3:2].[H-].[Na+].Br[CH2:24][CH2:25][CH2:26][O:27][CH2:28][C:29]1[CH:34]=[CH:33][CH:32]=[CH:31][CH:30]=1>CN(C)C=O>[CH2:28]([O:27][CH2:26][CH2:25][CH2:24][O:20][CH2:19][CH2:18][N:6]1[C:7]2[C:16]3[CH:15]=[CH:14][CH:13]=[CH:12][C:11]=3[N:10]=[CH:9][C:8]=2[N:17]=[C:5]1[CH2:4][O:3][CH2:1][CH3:2])[C:29]1[CH:34]=[CH:33][CH:32]=[CH:31][CH:30]=1 |f:1.2|. Procedure: A solution of 2-[2-(ethoxymethyl)-1H-imidazo[4,5-c]quinolin-1-yl]ethanol (1.0 g, 3.7 mmol) in N,N-dimethylformamide was added dropwise to a suspension of sodium hydride (0.19 g of a 60% dispersion in mineral oil, 4.8 mmol) in N,N-dimethylformamide (20 ml). The reaction was maintained for 2 hours followed by the dropwise addition of benzyl 3-bromopropyl ether (0.72 ml, 4.1 mmol). The reaction was stirred overnight at 100° C., quenched by pouring over ice, and extracted with ethyl acetate. The org... The reactants are CSC=1C2=C(N=CN1)SC(=C2)C=O (4-(methylthio)thieno[2,3-d]pyrimidine-6-carbaldehyde), solid, CSC=1C2=C(N=CN1)C=CS2 (4-(methylthio)thieno[3,2-d]pyrimidine), CSC=1C2=C(N=CN1)C=CS2 (4-(methylthio)thieno[3,2-d]pyrimidine). Product: CSC=1C2=C(N=CN1)C=C(S2)C=O (4-(Methylthio)thieno[3,2-d]pyrimidine-6-carbaldehyde). RXN SMILES: CSC1C2C=C([CH:12]=[O:13])SC=2N=CN=1.[CH3:14][S:15][C:16]1[C:17]2[S:24][CH:23]=[CH:22][C:18]=2[N:19]=[CH:20][N:21]=1>>[CH3:14][S:15][C:16]1[C:17]2[S:24][C:23]([CH:12]=[O:13])=[CH:22][C:18]=2[N:19]=[CH:20][N:21]=1. Procedure: The title compound was prepared by a similar process to that described for Intermediate 15 but using 4-(methylthio)thieno[3,2-d]pyrimidine (intermediate 20) in place of 4-(methylthio)thieno[2,3-d]pyrimidine. Yellow solid (434 mg, 38%); Reported procedure: To 10.14 g of 1-methylethyl 2,2-dichloro-2-[(ethoxy)phenylphosphinyl]acetate at 60° C. and under a nitrogen atmosphere was added 6.24 g of phosphorus pentachloride in 1 g portions over a 72 hour period. The mixture was stirred an additional 48 hours after addition. Volatile reaction products were distilled at 45°-50° C./0.75 mm Hg leaving 1-methylethyl 2,2-dichloro-2-[(1-chloro)phenylphosphinyl]acetate as a brown oil. The reactants are ClC(C(=O)OC(C)C)(P(=O)(C1=CC=CC=C1)OCC)Cl (1-methylethyl 2,2-dichloro-2-[(ethoxy)phenylphosphinyl]acetate), P(Cl)(Cl)(Cl)(Cl)Cl (phosphorus pentachloride). Reaction SMILES: [Cl:1][C:2]([Cl:20])([P:9](OCC)([C:11]1[CH:16]=[CH:15][CH:14]=[CH:13][CH:12]=1)=[O:10])[C:3]([O:5][CH:6]([CH3:8])[CH3:7])=[O:4].P(Cl)(Cl)(Cl)(Cl)[Cl:22]>>[Cl:1][C:2]([Cl:20])([PH:9]([C:11]1([Cl:22])[CH:16]=[CH:15][CH:14]=[CH:13][CH2:12]1)=[O:10])[C:3]([O:5][CH:6]([CH3:8])[CH3:7])=[O:4]. Yields the product ClC(C(=O)OC(C)C)(P(=O)C1(CC=CC=C1)Cl)Cl (1-methylethyl 2,2-dichloro-2-[(1-chloro)phenylphosphinyl]acetate). Conditions: time 48 hour.